From a dataset of the Open Reaction Database (ORD), a public repository of structured organic reaction records. describe an organic reaction: reactants, conditions, products, and yield Starting materials: CC(=O)Cl, CCCCCC(C)C(C)c1cc(N)c2c(c1)OC(C)(C)c1ccncc1-2, O, c1ccncc1. The product is CCCCCC(C)C(C)c1cc(NC(C)=O)c2c(c1)OC(C)(C)c1ccncc1-2. As a reaction SMILES: [CH3:1][C:2]([Cl:3])=[O:4].[NH2:5][c:6]1[cH:7][c:8]([CH:22]([CH:23]([CH2:24][CH2:25][CH2:26][CH2:27][CH3:28])[CH3:29])[CH3:30])[cH:9][c:10]2[c:11]1-[c:12]1[cH:13][n:14][cH:15][cH:16][c:17]1[C:18]([CH3:20])([CH3:21])[O:19]2.[OH2:37].[cH:31]1[cH:32][cH:33][n:34][cH:35][cH:36]1>>[CH3:1][C:2](=[O:4])[NH:5][c:6]1[cH:7][c:8]([CH:22]([CH:23]([CH2:24][CH2:25][CH2:26][CH2:27][CH3:28])[CH3:29])[CH3:30])[cH:9][c:10]2[c:11]1-[c:12]1[cH:13][n:14][cH:15][cH:16][c:17]1[C:18]([CH3:20])([CH3:21])[O:19]2. The reactants are CC=1SC2=C(N1)C=C(C=C2)O (2-methylbenzothiazol-5-ol), ( 1 ), C(Cl)[C@@H]1CO1 ((S)-(+)-epichlorohydrin), ( 2 ), C([O-])([O-])=O.[K+].[K+] (potassium carbonate). Run in CC(=O)C (acetone). Reaction conditions: time 8 hour. The product is O1[C@@H](C1)COC=1C=CC2=C(N=C(S2)C)C1 (5-[((2S)oxiran-2-yl)methoxy]-2-methylbenzothiazole). As a reaction SMILES: [CH3:1][C:2]1[S:3][C:4]2[CH:10]=[CH:9][C:8]([OH:11])=[CH:7][C:5]=2[N:6]=1.[CH2:12]([C@H:14]1[O:16][CH2:15]1)Cl.C(=O)([O-])[O-].[K+].[K+]>CC(C)=O>[O:16]1[CH2:15][C@H:14]1[CH2:12][O:11][C:8]1[CH:9]=[CH:10][C:4]2[S:3][C:2]([CH3:1])=[N:6][C:5]=2[CH:7]=1 |f:2.3.4|. Procedure: A mixture of 2-methylbenzothiazol-5-ol, a compound of formula (1) (6.0 g, 36 mmol), (S)-(+)-epichlorohydrin, a compound of formula (2) (20 ml, 182 mmol), and potassium carbonate (20 g, 144 mmol) in acetone (100 ml), was heated to reflux and allowed to stir overnight. The solution was allowed to cool and filtered through Celite 512. The filtrate was evaporated (in vacuo), to yield an oil. The oil was chromatographed on silica gel, eluting with 20% ethyl acetate/hexanes, to yield 5-[((2S)oxiran-2-... Reactants: CN(S(=O)(=O)C=1C=C2CC(NC2=CC1)=O)C (5-Dimethylaminosulfonyl-2-oxindole), N1C=C(C2=CC=CC=C12)C=O (indole-3-carboxaldehyde). Yields the product CN(S(=O)(=O)C=1C=C2C(C(NC2=CC1)=O)=CC1=CNC2=CC=CC=C12)C (3-(1H-Indol-3-ylmethylene)-2-oxo-2,3-dihydro-1H-indole-5-sulfonic acid dimethylamide). Reaction SMILES: [CH3:1][N:2]([CH3:16])[S:3]([C:6]1[CH:7]=[C:8]2[C:12](=[CH:13][CH:14]=1)[NH:11][C:10](=[O:15])[CH2:9]2)(=[O:5])=[O:4].[NH:17]1[C:25]2[C:20](=[CH:21][CH:22]=[CH:23][CH:24]=2)[C:19]([CH:26]=O)=[CH:18]1>>[CH3:1][N:2]([CH3:16])[S:3]([C:6]1[CH:7]=[C:8]2[C:12](=[CH:13][CH:14]=1)[NH:11][C:10](=[O:15])[C:9]2=[CH:26][C:19]1[C:20]2[C:25](=[CH:24][CH:23]=[CH:22][CH:21]=2)[NH:17][CH:18]=1)(=[O:5])=[O:4]. Procedure: 5-Dimethylaminosulfonyl-2-oxindole was condensed with indole-3-carboxaldehyde to give the title compound. Starting materials: ice, [Na].C1=CC=CC2=CC=CC=C12 (naphthalene sodium), S(=O)(=O)([O-])[O-].[Na+].[Na+] (sodium sulfate), [Cl-].[NH4+] (ammonium chloride), [H-].[H-].[H-].[H-].[Li+].[Al+3] (LAH), ice, CN1C(CO[C@]2([C@H]1CC=1C3=C2C(=CC=C3N(C1)S(=O)(=O)C1=C(C=C(C=C1C(C)C)C(C)C)C(C)C)OC)C)=O (trans-4,6,6a,7,9,10a-hexahydro-7-methyl-10a-methyl-1-methoxy-4-(2,4,6-triisopropylphenylsulfonyl)-indolo[3,4-gh][1,4]benzoxazin-8-one). Run in C1CCOC1 (THF), C(C)O (ethanol), C1CCOC1 (THF), C1CCOC1 (THF). The product is COC1=CC=C2NC=C3C2=C1[C@@]1([C@H](N(CCO1)C)C3)C (Trans-4,6,6a,8,9,10a-hexahydro-1-methoxy-7-methyl-10a-methyl- 7H-indolo[3,4-gh][1,4]benzoxazine). The yield is 27.0%. RXN SMILES: [CH3:1][N:2]1[C@@H:7]2[CH2:8][C:9]3[C:10]4[C:15]([N:16](S(C5C(C(C)C)=CC(C(C)C)=CC=5C(C)C)(=O)=O)[CH:17]=3)=[CH:14][CH:13]=[C:12]([O:36][CH3:37])[C:11]=4[C@@:6]2([CH3:38])[O:5][CH2:4][C:3]1=O.[H-].[H-].[H-].[H-].[Li+].[Al+3].S([O-])([O-])(=O)=O.[Na+].[Na+].[Na].C1C2C(=CC=CC=2)C=CC=1.[Cl-].[NH4+]>C1COCC1.C(O)C>[CH3:37][O:36][C:12]1[C:11]2[C@@:6]3([CH3:38])[O:5][CH2:4][CH2:3][N:2]([CH3:1])[C@@H:7]3[CH2:8][C:9]3[C:10]=2[C:15]([NH:16][CH:17]=3)=[CH:14][CH:13]=1 |f:1.2.3.4.5.6,7.8.9,10.11,12.13,^1:52|. Reported procedure: To a solution of trans-4,6,6a,7,9,10a-hexahydro-7-methyl-10a-methyl-1-methoxy-4-(2,4,6-triisopropylphenylsulfonyl)-indolo[3,4-gh][1,4]benzoxazin-8-one (1.9 g, 3.4 mmol) in THF (30 ml) was added, while stirring under ice-cooling, LAH (3 equivalents). The mixture was heated for 3 hours under reflux. After completion of the reaction, ethanol was added to the reaction mixture, and the mixture was then added to an ice-cooled saturated aqueous solution of sodium sulfate. The mixture was subjected to e... Starting materials: C1CCOC1, COC(=O)c1ccc2nc(-c3c(C)cc(N4CCOCC4)cc3C)[nH]c2c1, Cl, [Li+], [OH-], O. The product is Cc1cc(N2CCOCC2)cc(C)c1-c1nc2ccc(C(=O)O)cc2[nH]1. Reaction SMILES: [CH2:31]1[O:32][CH2:33][CH2:34][CH2:35]1.[CH3:1][O:2][C:3](=[O:4])[c:5]1[cH:6][c:7]2[c:8]([n:9][c:10](-[c:12]3[c:13]([CH3:25])[cH:14][c:15]([N:19]4[CH2:20][CH2:21][O:22][CH2:23][CH2:24]4)[cH:16][c:17]3[CH3:18])[nH:11]2)[cH:26][cH:27]1.[ClH:30].[Li+:29].[OH-:28].[OH2:36]>>[O:2]=[C:3]([OH:4])[c:5]1[cH:6][c:7]2[c:8]([n:9][c:10](-[c:12]3[c:13]([CH3:25])[cH:14][c:15]([N:19]4[CH2:20][CH2:21][O:22][CH2:23][CH2:24]4)[cH:16][c:17]3[CH3:18])[nH:11]2)[cH:26][cH:27]1. Yields the product C(C1=CC=CC=C1)N1C(N(C(C1=CC1=CNC2=CC=CC=C12)=O)CC1=CC(=CC(=C1)C(F)(F)F)C(F)(F)F)=O (1-Benzyl-3-(3,5-bistrifluoromethylbenzyl)-5(indol-3-ylmethylene)imidazolidine-2,4-dione). The solvent is hexanes, O1CCCC1 (tetrahydrofuran). Reactants: C(CCC)[Li] (n-butyl lithium), solution, C(C1=CC=CC=C1)Br (benzyl bromide), FC(C=1C=C(CN2C(NC(C2=O)=CC2=CNC3=CC=CC=C23)=O)C=C(C1)C(F)(F)F)(F)F (3-(3,5-Bistrifluoromethylbenzyl)-5-(indol-3-ylmethylene) imidazolidin-2,4-dione), [Cl-].[NH4+] (ammonium chloride). RXN SMILES: [F:1][C:2]([F:32])([F:31])[C:3]1[CH:4]=[C:5]([CH:24]=[C:25]([C:27]([F:30])([F:29])[F:28])[CH:26]=1)[CH2:6][N:7]1[C:11](=[O:12])[C:10](=[CH:13][C:14]2[C:22]3[C:17](=[CH:18][CH:19]=[CH:20][CH:21]=3)[NH:16][CH:15]=2)[NH:9][C:8]1=[O:23].C([Li])CCC.[CH2:38](Br)[C:39]1[CH:44]=[CH:43][CH:42]=[CH:41][CH:40]=1.[Cl-].[NH4+]>O1CCCC1>[CH2:38]([N:9]1[C:10](=[CH:13][C:14]2[C:22]3[C:17](=[CH:18][CH:19]=[CH:20][CH:21]=3)[NH:16][CH:15]=2)[C:11](=[O:12])[N:7]([CH2:6][C:5]2[CH:4]=[C:3]([C:2]([F:1])([F:31])[F:32])[CH:26]=[C:25]([C:27]([F:30])([F:29])[F:28])[CH:24]=2)[C:8]1=[O:23])[C:39]1[CH:44]=[CH:43][CH:42]=[CH:41][CH:40]=1 |f:3.4|. Procedure: A solution of the compound of Example 2 (0.5 g) in dry tetrahydrofuran (20 ml) was cooled to -78° C. and n-butyl lithium (0.72 ml of a 1.6M solution in hexanes) was added with stirring. After 15 minutes benzyl bromide (0.14 ml) was added. The solution was allowed to warm to room temperature then heated to reflux for 3 hours, cooled and poured into saturated ammonium chloride solution (20 ml). This mixture was extracted with ethyl acetate and the organic layers dried (MgSO4). The residue was puri... Starting materials: N1(CCC1)CCN1C(=NC(=C1)C1=CC(=NC=C1)C(C)C)C1CCN(CC1)C1=C(C(=NC=N1)N)Br (6-{4-[1-(2-azetidin-1-yl-ethyl)-4-(2-isopropyl-pyridin-4-yl)-1H-imidazol-2-yl]-piperidin-1-yl}-5-bromo-pyrimidin-4-ylamine), C1(=CC=CC=C1)B(O)O (benzenboronic acid). The product is N1(CCC1)CCN1C(=NC(=C1)C1=CC(=NC=C1)C(C)C)C1CCN(CC1)C1=C(C(=NC=N1)N)C1=CC=CC=C1 (6-{4-[1-(2-Azetidin-1-yl-ethyl)-4-(2-isopropyl-pyridin-4-yl)-1H-imidazol-2-yl]-piperidin-1-yl}-5-phenyl-pyrimidin-4-ylamine). RXN SMILES: [N:1]1([CH2:5][CH2:6][N:7]2[CH:11]=[C:10]([C:12]3[CH:17]=[CH:16][N:15]=[C:14]([CH:18]([CH3:20])[CH3:19])[CH:13]=3)[N:9]=[C:8]2[CH:21]2[CH2:26][CH2:25][N:24]([C:27]3[N:32]=[CH:31][N:30]=[C:29]([NH2:33])[C:28]=3Br)[CH2:23][CH2:22]2)[CH2:4][CH2:3][CH2:2]1.[C:35]1(B(O)O)[CH:40]=[CH:39][CH:38]=[CH:37][CH:36]=1>>[N:1]1([CH2:5][CH2:6][N:7]2[CH:11]=[C:10]([C:12]3[CH:17]=[CH:16][N:15]=[C:14]([CH:18]([CH3:20])[CH3:19])[CH:13]=3)[N:9]=[C:8]2[CH:21]2[CH2:26][CH2:25][N:24]([C:27]3[N:32]=[CH:31][N:30]=[C:29]([NH2:33])[C:28]=3[C:35]3[CH:40]=[CH:39][CH:38]=[CH:37][CH:36]=3)[CH2:23][CH2:22]2)[CH2:4][CH2:3][CH2:2]1. Procedure: The title compound was prepared according to the procedure described for the preparation of compound “8” by using 6-{4-[1-(2-azetidin-1-yl-ethyl)-4-(2-isopropyl-pyridin-4-yl)-1H-imidazol-2-yl]-piperidin-1-yl}-5-bromo-pyrimidin-4-ylamine and benzenboronic acid as the starting materials. LC-MS (M+H=523, obsd=523). 1H NMR (400 MHz, DMSO-d6) δ 8.37 (dd, J=5.1, 0.8 Hz, 1H), 8.08 (s, 1H), 7.76 (s, 1H), 7.54-7.46 (m, 3H), 7.43 (dd, J=5.1, 1.6 Hz, 1H), 7.36 (dddd, J=9.9, 6.5, 2.9, 1.6 Hz, 3H), 5.65 (s, ...